From a dataset of the Open Reaction Database (ORD), a public repository of structured organic reaction records. describe an organic reaction: reactants, conditions, products, and yield The reactants are solid, Cl.Cl.Cl.O1COC2=C1C=CC=C2N2CCN(CC2)CC[C@@H]2CC[C@H](CC2)N (Trans-4-[2-(4-Benzo[1,3]dioxol-4-yl-piperazin-1-yl)-ethyl]-cyclohexylamine trihydrochloride), Cl.Cl.Cl.O1COC2=C1C=CC=C2N2CCN(CC2)CC[C@@H]2CC[C@H](CC2)N (Trans-4-[2-(4-Benzo[1,3]dioxol-4-yl-piperazin-1-yl)-ethyl]-cyclohexylamine trihydrochloride), COCC(=O)O (2-methoxyacetic acid). The product is O1COC2=C1C=CC=C2N2CCN(CC2)CC[C@@H]2CC[C@H](CC2)NC(COC)=O (Trans-N-{4-[2-(4-Benzo[1,3]dioxol-4-yl-piperazin-1-yl)-ethyl]-cyclohexyl}-2-methoxy-acetamide). RXN SMILES: Cl.Cl.Cl.[O:4]1[C:8]2[CH:9]=[CH:10][CH:11]=[C:12]([N:13]3[CH2:18][CH2:17][N:16]([CH2:19][CH2:20][C@H:21]4[CH2:26][CH2:25][C@H:24]([NH2:27])[CH2:23][CH2:22]4)[CH2:15][CH2:14]3)[C:7]=2[O:6][CH2:5]1.[CH3:28][O:29][CH2:30][C:31](O)=[O:32]>>[O:4]1[C:8]2[CH:9]=[CH:10][CH:11]=[C:12]([N:13]3[CH2:18][CH2:17][N:16]([CH2:19][CH2:20][C@H:21]4[CH2:26][CH2:25][C@H:24]([NH:27][C:31](=[O:32])[CH2:30][O:29][CH3:28])[CH2:23][CH2:22]4)[CH2:15][CH2:14]3)[C:7]=2[O:6][CH2:5]1 |f:0.1.2.3|. Procedure details: The title compound, white solid (10.3 mg, 47%), MS (ISP) m/z=404.5 [(M+H)+], was prepared in accordance with the general method of example 1 from Trans-4-[2-(4-Benzo[1,3]dioxol-4-yl-piperazin-1-yl)-ethyl]-cyclohexylamine hydrochloride (Intermediate A) (20 mg, 0.0543 mmol) and 2-methoxyacetic acid. RXN SMILES: [I:1]Cl.[C:3]1([S:9]([C:12]2[CH:17]=[CH:16][C:15]([NH2:18])=[CH:14][CH:13]=2)(=[O:11])=[O:10])[CH:8]=[CH:7][CH:6]=[CH:5][CH:4]=1.C(=O)([O-])[O-].[Ca+2]>CO>[I:1][C:14]1[CH:13]=[C:12]([S:9]([C:3]2[CH:8]=[CH:7][CH:6]=[CH:5][CH:4]=2)(=[O:10])=[O:11])[CH:17]=[CH:16][C:15]=1[NH2:18] |f:2.3|. Starting materials: ICl (Iodine chloride), C1(=CC=CC=C1)S(=O)(=O)C1=CC=C(C=C1)N ([4-(phenylsulfonyl)phenyl]amine), C([O-])([O-])=O.[Ca+2] (calcium carbonate). The yield is 64.0%. Reaction conditions: time 72 hour. Procedure details: Iodine chloride (1.94 g, 12 mmol) in methanol (30 mL) was added to a mixture of [4-(phenylsulfonyl)phenyl]amine (Step 1, 2.33 g, 10 mmol) and calcium carbonate (2.0 g, 20 mmol) in methanol (20 mL). The reaction was stirred at room temperature for 72 hours. The reaction mixture was filtered and the filtrate evaporated. The residue was taken up in ethyl acetate and washed with sodium sulfite solution and brine, then evaporated. The residue was triturated with diethyl ether to give [2-iodo-4-(pheny... Solvent: CO (methanol), CO (methanol). Product: IC1=C(C=CC(=C1)S(=O)(=O)C1=CC=CC=C1)N ([2-iodo-4-(phenylsulfonyl)phenyl]amine). Starting materials: O[C@H]1C[C@@H]2CC[C@H]3[C@@H]4C[C@@H](C([C@@]4(C)CC[C@@H]3[C@]2(C[C@@H]1N1CCCCC1)C)=O)N1CCCCC1 ((2β,3α,5α,16β)-3-hydroxy-2,16-di-(1-piperidinyl)-androstan-17-one), C(C)(=O)Cl (acetylchloride). The solvent is ClCCl (dichloromethane). Reaction conditions: time 6 hour. Product: C(C)(=O)O[C@H]1C[C@@H]2CC[C@H]3[C@@H]4C[C@@H](C([C@@]4(C)CC[C@@H]3[C@]2(C[C@@H]1N1CCCCC1)C)=O)N1CCCCC1 ((2β,3α,5α,16β)-3-acetyloxy-2,16-di-(1-piperidinyl)androstan-17-one). Reaction SMILES: [OH:1][C@@H:2]1[C@@H:19]([N:20]2[CH2:25][CH2:24][CH2:23][CH2:22][CH2:21]2)[CH2:18][C@@:17]2([CH3:26])[C@@H:4]([CH2:5][CH2:6][C@@H:7]3[C@@H:16]2[CH2:15][CH2:14][C@@:12]2([CH3:13])[C@H:8]3[CH2:9][C@H:10]([N:28]3[CH2:33][CH2:32][CH2:31][CH2:30][CH2:29]3)[C:11]2=[O:27])[CH2:3]1.[C:34](Cl)(=[O:36])[CH3:35]>ClCCl>[C:34]([O:1][C@@H:2]1[C@@H:19]([N:20]2[CH2:21][CH2:22][CH2:23][CH2:24][CH2:25]2)[CH2:18][C@@:17]2([CH3:26])[C@@H:4]([CH2:5][CH2:6][C@@H:7]3[C@@H:16]2[CH2:15][CH2:14][C@@:12]2([CH3:13])[C@H:8]3[CH2:9][C@H:10]([N:28]3[CH2:33][CH2:32][CH2:31][CH2:30][CH2:29]3)[C:11]2=[O:27])[CH2:3]1)(=[O:36])[CH3:35]. Procedure: To a stirred solution of 40 g of (2β,3α,5α,16β)-3-hydroxy-2,16-di-(1-piperidinyl)-androstan-17-one in 160 ml of dichloromethane were added 13.5 ml of acetylchloride at 15°-20 ° C. The solution was stirred for 6 h at room temperature and thereafter evaporated to dryness. The residue was dissolved in toluene, the solution again evaporated to dryness and the residue dissolved in dichloromethane. The solution was washed with saturated aqueous sodium carbonate solution, with water and with saturated ... Starting materials: COc1ccc([SiH](C)C)cc1, CCOC(C)=O, C=CCc1ccc(F)c(Oc2ccccc2)c1, C1CCOC1. Product: COc1ccc([Si](C)(C)CCCc2ccc(F)c(Oc3ccccc3)c2)cc1. Reaction SMILES: [CH3:18][O:19][c:20]1[cH:21][cH:22][c:23]([SiH:26]([CH3:27])[CH3:28])[cH:24][cH:25]1.[CH3:34][CH2:35][O:36][C:37](=[O:38])[CH3:39].[F:1][c:2]1[c:3]([O:11][c:12]2[cH:13][cH:14][cH:15][cH:16][cH:17]2)[cH:4][c:5]([CH2:8][CH:9]=[CH2:10])[cH:6][cH:7]1.[O:29]1[CH2:30][CH2:31][CH2:32][CH2:33]1>>[F:1][c:2]1[c:3]([O:11][c:12]2[cH:13][cH:14][cH:15][cH:16][cH:17]2)[cH:4][c:5]([CH2:8][CH2:9][CH2:10][Si:26]([c:23]2[cH:22][cH:21][c:20]([O:19][CH3:18])[cH:25][cH:24]2)([CH3:27])[CH3:28])[cH:6][cH:7]1. The reactants are CN(C)N, CCOC(C)=O, Cc1ccccc1, O=C=NCc1cccc(-c2ccccc2)c1. Product: CN(C)NC(=O)NCc1cccc(-c2ccccc2)c1. As a reaction SMILES: [CH3:17][N:18]([NH2:19])[CH3:20].[CH3:21][CH2:22][O:23][C:24](=[O:25])[CH3:26].[CH3:27][c:28]1[cH:29][cH:30][cH:31][cH:32][cH:33]1.[c:1]1(-[c:7]2[cH:8][c:9]([CH2:10][N:11]=[C:12]=[O:13])[cH:14][cH:15][cH:16]2)[cH:2][cH:3][cH:4][cH:5][cH:6]1>>[c:1]1(-[c:7]2[cH:8][c:9]([CH2:10][NH:11][C:12](=[O:13])[NH:19][N:18]([CH3:17])[CH3:20])[cH:14][cH:15][cH:16]2)[cH:2][cH:3][cH:4][cH:5][cH:6]1.